Dataset: the Open Reaction Database (ORD), a public repository of structured organic reaction records. Task: describe an organic reaction: reactants, conditions, products, and yield RXN SMILES: CS(O[CH2:6][CH2:7][C:8]1[O:9][C:10]2[CH:16]=[CH:15][C:14]([C:17]3[CH:22]=[CH:21][C:20]([C:23]#[N:24])=[CH:19][CH:18]=3)=[CH:13][C:11]=2[CH:12]=1)(=O)=O.[OH:25][C@@H:26]1[CH2:30][CH2:29][NH:28][CH2:27]1>>[OH:25][C@@H:26]1[CH2:30][CH2:29][N:28]([CH2:6][CH2:7][C:8]2[O:9][C:10]3[CH:16]=[CH:15][C:14]([C:17]4[CH:22]=[CH:21][C:20]([C:23]#[N:24])=[CH:19][CH:18]=4)=[CH:13][C:11]=3[CH:12]=2)[CH2:27]1. Procedure: The product from Example 1C and 3-(R)-hydroxypyrrolidine were processed as described in Example 1D to provide the titled compound. 1H NMR (300 MHz, CD3OD) δ 7.88 (m, 1H), 7.80 (m, 4H), 7.60 (m, 2H), 6.80 (s, 1H), 4.55 (bs, 1H), 3.8-3.9 (m, 4H), 3.25-3.5 (m, 4H), 2.05-2.4 (m, 2H); MS (DCI) m/z 333 (M+H)+; Reactants: CS(=O)(=O)OCCC=1OC2=C(C1)C=C(C=C2)C2=CC=C(C=C2)C#N (2-[5-(4-cyanophenyl)-1-benzofuran-2-yl]ethyl methanesulfonate), O[C@H]1CNCC1 (3-(R)-hydroxypyrrolidine). Product: O[C@H]1CN(CC1)CCC=1OC2=C(C1)C=C(C=C2)C2=CC=C(C#N)C=C2 (4-(2-{2-[(3R)-3-hydroxypyrrolidinyl]ethyl}-1-benzofuran-5-yl)benzonitrile). Reactants: Cc1cccc(Br)c1N, CN1CCCC1=O, N#C[Cu], N. Product: Cc1cccc(C#N)c1N. As a reaction SMILES: [Br:1][c:2]1[c:3]([NH2:4])[c:5]([CH3:9])[cH:6][cH:7][cH:8]1.[CH3:14][N:15]1[CH2:16][CH2:17][CH2:18][C:19]1=[O:20].[Cu:10][C:11]#[N:12].[NH3:13]>>[c:2]1([C:11]#[N:12])[c:3]([NH2:4])[c:5]([CH3:9])[cH:6][cH:7][cH:8]1. Yields the product CN(C)C=NS(=O)(=O)c1c(Cl)nc2ccc(Cl)nn12. As a reaction SMILES: [CH3:16][O:17][CH:18]([N:19]([CH3:20])[CH3:21])[O:22][CH3:23].[CH3:24][c:25]1[cH:26][cH:27][cH:28][cH:29][cH:30]1.[Cl:1][c:2]1[n:3][c:4]2[n:5]([n:6][c:7]([Cl:10])[cH:8][cH:9]2)[c:11]1[S:12](=[O:13])(=[O:14])[NH2:15]>>[Cl:1][c:2]1[n:3][c:4]2[n:5]([n:6][c:7]([Cl:10])[cH:8][cH:9]2)[c:11]1[S:12](=[O:13])(=[O:14])[N:15]=[CH:18][N:19]([CH3:20])[CH3:21]. Starting materials: COC(OC)N(C)C, Cc1ccccc1, NS(=O)(=O)c1c(Cl)nc2ccc(Cl)nn12. The product is C1(=CC=CC=C1)[C@@H](C)NC(C(C)[C@@]1(CCCN2CCC3=C([C@H]12)NC1=CC(=CC=C13)[N+](=O)[O-])CC)=O ((-)-(1S,12bS)-1-ethyl-10-nitro-1,2,3,4,6,7,12,12b-octahydroindolo[2,3-a]quinolizin-1-yl-propionic acid (R)-1-phenylethylamide). Run in O1CCCC1 (tetrahydrofuran), O1CCCC1 (tetrahydrofuran), C1(=CC=CC=C1)C (toluene), C(Cl)(Cl)Cl (chloroform). Procedure details: 0.371 g. (0.001 mole) of (-)-()1S,12bS)-1-ethyl-10-nitro-1,2,3,4,6,7,12,12b-octahydroindolo[2,3-a]quinolizin-1-yl-propionic acid is added to a solution containing 0.111 g. (0.0011 moles) of N-methylmorpholine (redistilled from sodium) in 4 ml. of dry tetrahydrofuran while stirring under nitrogen, then the solution is cooled to 0° C. and 0.108 g. (0.001 mole) of ethyl chloroformate is rapidly added dropwise while stirring vigorously and keeping the inner temperature at or lower than 0° C. for 30 ... RXN SMILES: [CH2:1]([C:3]1([CH:23]([CH3:27])[C:24](O)=[O:25])[CH:12]2[N:7]([CH2:8][CH2:9][C:10]3[C:19]4[C:14](=[CH:15][C:16]([N+:20]([O-:22])=[O:21])=[CH:17][CH:18]=4)[NH:13][C:11]=32)[CH2:6][CH2:5][CH2:4]1)[CH3:2].CN1CCOCC1.ClC(OCC)=O.[C:41]1([C@H:47]([NH2:49])[CH3:48])[CH:46]=[CH:45][CH:44]=[CH:43][CH:42]=1.C(NCC)C>C1(C)C=CC=CC=1.C(Cl)(Cl)Cl.O1CCCC1>[C:41]1([C@H:47]([NH:49][C:24](=[O:25])[CH:23]([C@@:3]2([CH2:1][CH3:2])[C@@H:12]3[N:7]([CH2:8][CH2:9][C:10]4[C:19]5[C:14](=[CH:15][C:16]([N+:20]([O-:22])=[O:21])=[CH:17][CH:18]=5)[NH:13][C:11]=43)[CH2:6][CH2:5][CH2:4]2)[CH3:27])[CH3:48])[CH:46]=[CH:45][CH:44]=[CH:43][CH:42]=1. Isolated yield 69.6%. Reaction conditions: temperature 0 celsius. Starting materials: C(C)C1(CCCN2CCC3=C(C12)NC1=CC(=CC=C13)[N+](=O)[O-])C(C(=O)O)C (1-ethyl-10-nitro-1,2,3,4,6,7,12,12b-octahydroindolo[2,3-a]quinolizin-1-yl-propionic acid), C1(=CC=CC=C1)[C@@H](C)N ((R)-1-phenylethylamine), CN1CCOCC1 (N-methylmorpholine), ClC(=O)OCC (ethyl chloroformate), C(C)NCC (diethylamine). The reactants are [O-][N+]1=CC(=CC=C1C(F)(F)F)[C@@H](C)NC(OC(C)(C)C)=O (tert-butyl {(1R)-1-[1-oxido-6-(trifluoromethyl)-3-pyridinyl]ethyl}carbamate), Cl (hydrogen chloride). Solvent: O1CCOCC1 (dioxane). Conditions: time 4 hour. Product: hydrochloride salt, Cl.[O-][N+]1=CC(=CC=C1C(F)(F)F)[C@@H](C)N ((1R)-1-[1-Oxido-6-(trifluoromethyl)-3-pyridinyl]ethanamine hydrochloride). The yield is 106.4%. As a reaction SMILES: [O-:1][N+:2]1[C:7]([C:8]([F:11])([F:10])[F:9])=[CH:6][CH:5]=[C:4]([C@H:12]([NH:14]C(=O)OC(C)(C)C)[CH3:13])[CH:3]=1.[ClH:22]>O1CCOCC1>[ClH:22].[O-:1][N+:2]1[C:7]([C:8]([F:9])([F:10])[F:11])=[CH:6][CH:5]=[C:4]([C@H:12]([NH2:14])[CH3:13])[CH:3]=1 |f:3.4|. Procedure details: To a solution of tert-butyl {(1R)-1-[1-oxido-6-(trifluoromethyl)-3-pyridinyl]ethyl}carbamate (140 mg, 0.457 mmol) in dioxane (2 mL) was added hydrogen chloride (4.0 M in dioxane; 0.343 mL, 1.371 mmol). The reaction mixture was stirred for 4 h. The reaction mixture was concentrated to dryness to give the hydrochloride salt of the title compound (118 mg). MS 207.1 (M+1). Reactants: CN1CCNCC1, COc1cc(C#CCCl)ccc1[N+](=O)[O-], C1COCCO1. The product is COc1cc(C#CCN2CCN(C)CC2)ccc1[N+](=O)[O-]. RXN SMILES: [CH3:16][N:17]1[CH2:18][CH2:19][NH:20][CH2:21][CH2:22]1.[Cl:1][CH2:2][C:3]#[C:4][c:5]1[cH:6][c:7]([O:14][CH3:15])[c:8]([N+:11](=[O:12])[O-:13])[cH:9][cH:10]1.[O:23]1[CH2:24][CH2:25][O:26][CH2:27][CH2:28]1>>[CH2:2]([C:3]#[C:4][c:5]1[cH:6][c:7]([O:14][CH3:15])[c:8]([N+:11](=[O:12])[O-:13])[cH:9][cH:10]1)[N:20]1[CH2:19][CH2:18][N:17]([CH3:16])[CH2:22][CH2:21]1.